From a dataset of the Open Reaction Database (ORD), a public repository of structured organic reaction records. describe an organic reaction: reactants, conditions, products, and yield Reactants: C(C)OC(CC1=CC=C(C=C1)[C@@H](CC1=CC=NC=C1)C1=CC(=C(C=C1)OC)OC1CCCC1)OCC ((R)-4-[1-(3-Cyclopentyloxy-4-methoxyphenyl)-2-(4-pyridyl)ethyl]phenylacetaldehyde diethyl acetal), C1(=CC=C(C=C1)S(=O)(=O)[O-])C.[NH+]1=CC=CC=C1 (pyridinium p-toluenesulfonate). Solvent: CC(=O)C (acetone), O (water), CCOC(=O)C (EtOAc). Yields the product C1(CCCC1)OC=1C=C(C=CC1OC)[C@H](CC1=CC=NC=C1)C1=CC=C(C=C1)CC=O ((R)-4-[1-(3-Cyclopentyloxy-4-methoxyphenyl)-2-(4-pyridyl)ethyl]phenylacetaldehyde). The yield is 39.4%. As a reaction SMILES: C([O:3][CH:4](OCC)[CH2:5][C:6]1[CH:11]=[CH:10][C:9]([C@H:12]([C:20]2[CH:25]=[CH:24][C:23]([O:26][CH3:27])=[C:22]([O:28][CH:29]3[CH2:33][CH2:32][CH2:31][CH2:30]3)[CH:21]=2)[CH2:13][C:14]2[CH:19]=[CH:18][N:17]=[CH:16][CH:15]=2)=[CH:8][CH:7]=1)C.C1(C)C=CC(S([O-])(=O)=O)=CC=1.[NH+]1C=CC=CC=1>CC(C)=O.O.CCOC(C)=O>[CH:29]1([O:28][C:22]2[CH:21]=[C:20]([C@@H:12]([C:9]3[CH:8]=[CH:7][C:6]([CH2:5][CH:4]=[O:3])=[CH:11][CH:10]=3)[CH2:13][C:14]3[CH:15]=[CH:16][N:17]=[CH:18][CH:19]=3)[CH:25]=[CH:24][C:23]=2[O:26][CH3:27])[CH2:30][CH2:31][CH2:32][CH2:33]1 |f:1.2|. Procedure: A solution of (R)-4-[1-(3-cyclopentyloxy-4-methoxyphenyl)-2-(4-pyridyl)ethyl]-phenylacetaldehyde diethyl acetal from Step 4 (1.14 g, 2.33 mmol), pyridinium p-toluenesulfonate (0.761 g, 3.03 mmol) in acetone (30 mL) and water (1.3 mL) was heated to reflux for 20 h. It was then allowed to cool to room temperature, diluted with EtOAc, successively washed with 5% aqueous NaHCO3 (2×) and brine, dried (MgSO4) and concentrated. The residue was purified by column chromatography on silica (EtOAc/hexane 3... Yields the product CC1CN(C2CCN(c3ccc(C#N)cc3)CC2)CC(C)O1. Starting materials: O=C([O-])[O-], CS(=O)(=O)OC1CCN(c2ccc(C#N)cc2)CC1, CC1CNCC(C)O1, CN(C)C=O, [K+], [K+], O. RXN SMILES: [C:20](=[O:21])([O-:22])[O-:23].[CH3:1][S:2]([O:3][CH:6]1[CH2:7][CH2:8][N:9]([c:12]2[cH:13][cH:14][c:15]([C:16]#[N:17])[cH:18][cH:19]2)[CH2:10][CH2:11]1)(=[O:4])=[O:5].[CH3:26][CH:27]1[O:28][CH:29]([CH3:33])[CH2:30][NH:31][CH2:32]1.[CH3:35][N:36]([CH3:37])[CH:38]=[O:39].[K+:24].[K+:25].[OH2:34]>>[CH:6]1([N:31]2[CH2:30][CH:29]([CH3:33])[O:28][CH:27]([CH3:26])[CH2:32]2)[CH2:7][CH2:8][N:9]([c:12]2[cH:13][cH:14][c:15]([C:16]#[N:17])[cH:18][cH:19]2)[CH2:10][CH2:11]1. RXN SMILES: [CH3:22][N:23]([CH3:24])[CH:25]=[O:26].[H:20][H:21].[N:1](=[N+:2]=[N-:3])[CH2:4][c:5]1[cH:6][c:7]2[c:8](=[O:19])[c:9]3[cH:10][cH:11][cH:12][cH:13][c:14]3[s:15][c:16]2[cH:17][cH:18]1>>[NH2:1][CH2:4][c:5]1[cH:6][c:7]2[c:8](=[O:19])[c:9]3[cH:10][cH:11][cH:12][cH:13][c:14]3[s:15][c:16]2[cH:17][cH:18]1. Yields the product NCc1ccc2sc3ccccc3c(=O)c2c1. Starting materials: CN(C)C=O, [H][H], [N-]=[N+]=NCc1ccc2sc3ccccc3c(=O)c2c1. The reactants are O=S(Cl)Cl, OCc1cccc(OCCCCc2ccccc2)c1, c1ccccc1. The product is ClCc1cccc(OCCCCc2ccccc2)c1. RXN SMILES: [S:20]([Cl:21])([Cl:22])=[O:23].[c:1]1([CH2:7][CH2:8][CH2:9][CH2:10][O:11][c:12]2[cH:13][c:14]([CH2:15][OH:16])[cH:17][cH:18][cH:19]2)[cH:2][cH:3][cH:4][cH:5][cH:6]1.[cH:24]1[cH:25][cH:26][cH:27][cH:28][cH:29]1>>[c:1]1([CH2:7][CH2:8][CH2:9][CH2:10][O:11][c:12]2[cH:13][c:14]([CH2:15][Cl:22])[cH:17][cH:18][cH:19]2)[cH:2][cH:3][cH:4][cH:5][cH:6]1.